Dataset: the Open Reaction Database (ORD), a public repository of structured organic reaction records. Task: describe an organic reaction: reactants, conditions, products, and yield Starting materials: BrC1=NC=2N(C=3N(C(C2N1)=O)C(=NN3)CCNC(C3=CC=C(C=C3)OC)=O)CCCCC (N-[2-(7-bromo-5-oxo-9-pentyl-6,9-dihydro-5H-[1,2,4]triazolo[4,3-a]purin-3-yl)ethyl]-4-methoxybenzamide), B(Br)(Br)Br (Boron tribromide). Solvent: C(Cl)Cl (CH2Cl2), C(Cl)Cl (CH2Cl2). Run at time 8 hour. The product is BrC1=NC=2N(C=3N(C(C2N1)=O)C(=NN3)CCNC(C3=CC=C(C=C3)O)=O)CCCCC (N-[2-(7-bromo-5-oxo-9-pentyl-6,9-dihydro-5H-[1,2,4]triazolo[4,3-a]purin-3-yl)ethyl]-4-hydroxybenzamide). Reaction SMILES: [Br:1][C:2]1[NH:10][C:9]2[C:8](=[O:11])[N:7]3[C:12]([CH2:15][CH2:16][NH:17][C:18](=[O:27])[C:19]4[CH:24]=[CH:23][C:22]([O:25]C)=[CH:21][CH:20]=4)=[N:13][N:14]=[C:6]3[N:5]([CH2:28][CH2:29][CH2:30][CH2:31][CH3:32])[C:4]=2[N:3]=1.B(Br)(Br)Br>C(Cl)Cl>[Br:1][C:2]1[NH:10][C:9]2[C:8](=[O:11])[N:7]3[C:12]([CH2:15][CH2:16][NH:17][C:18](=[O:27])[C:19]4[CH:24]=[CH:23][C:22]([OH:25])=[CH:21][CH:20]=4)=[N:13][N:14]=[C:6]3[N:5]([CH2:28][CH2:29][CH2:30][CH2:31][CH3:32])[C:4]=2[N:3]=1. Reported procedure: To a solution of N-[2-(7-bromo-5-oxo-9-pentyl-6,9-dihydro-5H-[1,2,4]triazolo[4,3-a]purin-3-yl)ethyl]-4-methoxybenzamide (63.0 mg, 0.125 mmol) in CH2Cl2 (5 mL) at 0° C. was added a solution of Boron tribromide in CH2Cl2 (1.0 M, 1.3 mL, 1.3 mmol). The mixture was stirred at room temperature overnight. The reaction mixture was quenched with water and then concentrated and purified by preparative LCMS to give the desired product. LCMS calculated for C20H23BrN7O3 (M+H): m/z=488.1, 490.1. found: 488.0...